Dataset: the Open Reaction Database (ORD), a public repository of structured organic reaction records. Task: describe an organic reaction: reactants, conditions, products, and yield Solvent: C(C)N(CC)CC (triethylamine). Procedure: 2-Chloro-6-[2-phenethylhydrazino]-9-cyclopentylpurine is prepared from 2,6-dichloro-9-cyclopentylpurine, 2-phenylethylhydrazine, and triethylamine essentially as described above in Example 1, Scheme A, step b. As a reaction SMILES: [Cl:1][C:2]1[N:10]=[C:9]2[C:5]([N:6]=[CH:7][N:8]2[CH:11]2[CH2:15][CH2:14][CH2:13][CH2:12]2)=[C:4](Cl)[N:3]=1.[C:17]1([CH2:23][CH2:24][NH:25][NH2:26])[CH:22]=[CH:21][CH:20]=[CH:19][CH:18]=1>C(N(CC)CC)C>[Cl:1][C:2]1[N:10]=[C:9]2[C:5]([N:6]=[CH:7][N:8]2[CH:11]2[CH2:15][CH2:14][CH2:13][CH2:12]2)=[C:4]([NH:26][NH:25][CH2:24][CH2:23][C:17]2[CH:22]=[CH:21][CH:20]=[CH:19][CH:18]=2)[N:3]=1. Product: ClC1=NC(=C2N=CN(C2=N1)C1CCCC1)NNCCC1=CC=CC=C1 (2-Chloro-6-[2-phenethylhydrazino]-9-cyclopentylpurine). The reactants are ClC1=NC(=C2N=CN(C2=N1)C1CCCC1)Cl (2,6-dichloro-9-cyclopentylpurine), C1(=CC=CC=C1)CCNN (2-phenylethylhydrazine).